Dataset: the Open Reaction Database (ORD), a public repository of structured organic reaction records. Task: describe an organic reaction: reactants, conditions, products, and yield Reactants: CN1N=CC(=C1)C1=CC2=C(N(C=N2)C=2C=C(C=C(C2)N2N=CC=C2)NC(C)=O)C=C1 (N-(3-(5-(1-methyl-1H-pyrazol-4-yl)-1H-benzo[d]imidazol-1-yl)-5-(1H-pyrazol-1-yl)phenyl)acetamide), C1(CC1)S(=O)(=O)Cl (cyclopropane sulfonyl chloride). Product: CN1N=CC(=C1)C1=CC2=C(N(C=N2)C=2C=C(C=C(C2)N2N=CC=C2)NS(=O)(=O)C2CC2)C=C1 (N-(3-(5-(1-methyl-1H-pyrazol-4-yl)-1H-benzo[d]imidazol-1-yl)-5-(1H-pyrazol-1-yl)phenyl)cyclopropanesulfonamide). As a reaction SMILES: [CH3:1][N:2]1[CH:6]=[C:5]([C:7]2[CH:30]=[CH:29][C:10]3[N:11]([C:14]4[CH:15]=[C:16]([NH:25]C(=O)C)[CH:17]=[C:18]([N:20]5[CH:24]=[CH:23][CH:22]=[N:21]5)[CH:19]=4)[CH:12]=[N:13][C:9]=3[CH:8]=2)[CH:4]=[N:3]1.[CH:31]1([S:34](Cl)(=[O:36])=[O:35])[CH2:33][CH2:32]1>>[CH3:1][N:2]1[CH:6]=[C:5]([C:7]2[CH:30]=[CH:29][C:10]3[N:11]([C:14]4[CH:15]=[C:16]([NH:25][S:34]([CH:31]5[CH2:33][CH2:32]5)(=[O:36])=[O:35])[CH:17]=[C:18]([N:20]5[CH:24]=[CH:23][CH:22]=[N:21]5)[CH:19]=4)[CH:12]=[N:13][C:9]=3[CH:8]=2)[CH:4]=[N:3]1. Procedure details: The compound was prepared from the compound of Example 114 using the procedures of Example 115 and cyclopropane sulfonyl chloride. 1H NMR (300 MHz, CD3OD): δ 8.54 (s, 1H), 8.37 (d, 1H), 8.02 (s, 1H), 7.93 (d, 1H), 7.88 (s, 1H), 7.82-7.8 (m, 3H), 7.72 (d, 1H), 7.65-7.62 (m, 1H), 7.53-7.52 (m, 1H), 6.6-6.59 (m, 1H), 3.95 (s, 3H), 2.81-2.78 (m, 1H), 1.18-1.15 (m, 2H), 1.09-1.04 (m, 2H); LC-MS (ESI): Calculated mass: 459.52; Observed mass: 460.1 [M+H]+ (rt: 0.58 min). Reactants: C(C=C)OC(=O)NC(=N)C1=CC=C(C=C1)N1C(C(=C(C1)OC)C1=CC=C(C=C1)CCC(=O)O)=O (1-[4-(allyloxycarbonyl-amidino)-phenyl]-3-[4-(2-carboxy-ethyl)-phenyl]-4-methoxy-3-pyrrolin-2-one), C(C(C)(C)C)(=O)OCCl (chloromethyl pivalate), [I-].[K+] (potassium iodide), C(O)([O-])=O.[K+] (potassium hydrogen carbonate), C([O-])([O-])=O.[K+].[K+] (potassium carbonate). Solvent: CN(C=O)C (dimethylformamide). The product is C(C=C)OC(=O)NC(=N)C1=CC=C(C=C1)N1C(C(=C(C1)OC)C1=CC=C(C=C1)CCC(=O)OCOC(C(C)(C)C)=O)=O (1-[4-(Allyloxycarbonyl-amidino)-phenyl]-4-methoxy-3-[4-[2-[(pivaloyloxymethyl)-oxycarbonyl]-ethyl]-phenyl]-3-pyrrolin-2-one). As a reaction SMILES: [CH2:1]([O:4][C:5]([NH:7][C:8]([C:10]1[CH:15]=[CH:14][C:13]([N:16]2[CH2:20][C:19]([O:21][CH3:22])=[C:18]([C:23]3[CH:28]=[CH:27][C:26]([CH2:29][CH2:30][C:31]([OH:33])=[O:32])=[CH:25][CH:24]=3)[C:17]2=[O:34])=[CH:12][CH:11]=1)=[NH:9])=[O:6])[CH:2]=[CH2:3].[C:35]([O:41][CH2:42]Cl)(=[O:40])[C:36]([CH3:39])([CH3:38])[CH3:37].[I-].[K+].C(=O)([O-])O.[K+].C(=O)([O-])[O-].[K+].[K+]>CN(C)C=O>[CH2:1]([O:4][C:5]([NH:7][C:8]([C:10]1[CH:11]=[CH:12][C:13]([N:16]2[CH2:20][C:19]([O:21][CH3:22])=[C:18]([C:23]3[CH:24]=[CH:25][C:26]([CH2:29][CH2:30][C:31]([O:33][CH2:42][O:41][C:35](=[O:40])[C:36]([CH3:39])([CH3:38])[CH3:37])=[O:32])=[CH:27][CH:28]=3)[C:17]2=[O:34])=[CH:14][CH:15]=1)=[NH:9])=[O:6])[CH:2]=[CH2:3] |f:2.3,4.5,6.7.8|. Reported procedure: Prepared by stirring a suspension of 1-[4-(allyloxycarbonyl-amidino)-phenyl]-3-[4-(2-carboxy-ethyl)-phenyl]-4-methoxy-3-pyrrolin-2-one, 2 equivalents of chloromethyl pivalate, 2 equivalents of potassium iodide, 2 equivalents of potassium hydrogen carbonate and 2 equivalents of potassium carbonate in dimethylformamide at ambient temperature for three days. The reactants are Cl (hydrochloric acid), C(C)(C)(C)O[K] (tert-Butoxy potassium), FC1=C(C#N)C=CC(=C1)C(F)(F)F (2-fluoro-4-(trifluoromethyl)benzonitrile), N1=CC(=CC=C1)N (3-pyridine amine). Run in C1CCOC1 (THF). Reaction conditions: time 7 hour. The product is N1=CC(=CC=C1)NC1=C(C#N)C=CC(=C1)C(F)(F)F (2-(pyridine-3-ylamino)-4-(trifluoromethyl)benzonitrile). RXN SMILES: C(O[K])(C)(C)C.F[C:8]1[CH:15]=[C:14]([C:16]([F:19])([F:18])[F:17])[CH:13]=[CH:12][C:9]=1[C:10]#[N:11].[N:20]1[CH:25]=[CH:24][CH:23]=[C:22]([NH2:26])[CH:21]=1.Cl>C1COCC1>[N:20]1[CH:25]=[CH:24][CH:23]=[C:22]([NH:26][C:8]2[CH:15]=[C:14]([C:16]([F:19])([F:18])[F:17])[CH:13]=[CH:12][C:9]=2[C:10]#[N:11])[CH:21]=1. Procedure: tert-Butoxy potassium was added to a mixture of 2-fluoro-4-(trifluoromethyl)benzonitrile, 3-pyridine amine and THF, followed by stirring at room temperature for 7 hours. After neutralizing the reaction liquid by adding 1 M hydrochloric acid thereto and subsequent extraction with chloroform, the solvent was evaporated under a reduced pressure. The residue was purified by column chromatography to obtain 2-(pyridine-3-ylamino)-4-(trifluoromethyl)benzonitrile. The reactants are FC(CC(=O)Cl)=C(F)F (3,4,4-trifluoro-3-butenoyl chloride), C(C1=CC=CC=C1)O (benzyl alcohol). The solvent is ClCCl (dichloromethane), ClCCl (dichloromethane). Product: FC(CC(=O)OCC1=CC=CC=C1)=C(F)F (3,4,4-trifluoro-3-butenoic acid, phenylmethyl ester). The yield is 92.0%. As a reaction SMILES: [F:1][C:2](=[C:7]([F:9])[F:8])[CH2:3][C:4](Cl)=[O:5].[CH2:10]([OH:17])[C:11]1[CH:16]=[CH:15][CH:14]=[CH:13][CH:12]=1>ClCCl>[F:1][C:2](=[C:7]([F:9])[F:8])[CH2:3][C:4]([O:17][CH2:10][C:11]1[CH:16]=[CH:15][CH:14]=[CH:13][CH:12]=1)=[O:5]. Reported procedure: A solution of 3,4,4-trifluoro-3-butenoyl chloride (2.8 g, 0.0176 mole) and benzyl alcohol (0.9 g, 0.0083 mole) in 20 mL dichloromethane is heated at reflux for 40 h. The solution is cooled to room temperature, diluted with dichloromethane (15 mL), washed successively with 5% sodium bicarbonate, water and brine, and dried. Evaporation of the solvent gave 1.75 g of analytically pure product as a pale yellow oil, a 92% yield.